This data is from the Open Reaction Database (ORD), a public repository of structured organic reaction records. The task is: describe an organic reaction: reactants, conditions, products, and yield Starting materials: NC(=O)c1ccc(-c2ccccc2F)c2c1[nH]c1cc(NC(=O)OCc3ccccc3)ccc12, CO, O=C[O-], [NH4+]. The product is NC(=O)c1ccc(-c2ccccc2F)c2c1[nH]c1cc(N)ccc12. RXN SMILES: [C:1]([NH2:2])(=[O:3])[c:4]1[cH:5][cH:6][c:7](-[c:28]2[c:29]([F:34])[cH:30][cH:31][cH:32][cH:33]2)[c:8]2[c:9]3[cH:10][cH:11][c:12]([NH:17][C:18](=[O:19])[O:20][CH2:21][c:22]4[cH:23][cH:24][cH:25][cH:26][cH:27]4)[cH:13][c:14]3[nH:15][c:16]12.[CH3:39][OH:40].[CH:35]([O-:36])=[O:37].[NH4+:38]>>[C:1]([NH2:2])(=[O:3])[c:4]1[cH:5][cH:6][c:7](-[c:28]2[c:29]([F:34])[cH:30][cH:31][cH:32][cH:33]2)[c:8]2[c:9]3[cH:10][cH:11][c:12]([NH2:17])[cH:13][c:14]3[nH:15][c:16]12. Starting materials: C(C)(C)(C)O[C@H](C(=O)OC)C1=C2N3CCC(OCCCC[C@@H](OC=4C=CC(=CC4C4=CC=CC(C5=CN2C(C(=C1C)C(=C)C)=N5)=C4)F)C)(CC3)C (methyl(2S)-2-(tert-butoxy)-2-[(22S)-17-fluoro-4,22,28-trimethyl-5-(prop-1-en-2-yl)-21,27-dioxa-1,7,34-triazahexacyclo[26.2.2.16,9.110,14.02,7.015,20]tetratriaconta-2,4,6(34),8,10(33),11,13,15(20),16,18-decaen-3-yl]acetate), C(C)(C)(C)O[C@H](C(=O)OC)C1=C2N3CCC(OCCCC[C@@H](OC=4C=CC(=CC4C4=CC=CC(C5=CN2C(C(=C1C)CC)=N5)=C4)F)C)(CC3)C (methyl(2S)-2-(tert-butoxy)-2-[(22S)-5-ethyl-17-fluoro-4,22,28-trimethyl-21,27-dioxa-1,7,34-triazahexacyclo[26.2.2.16,9.110,14.02,7.015,20]tetratriaconta-2,4,6(34),8,10(33),11,13,15(20),16,18-decaen-3-yl]acetate). Yields the product C(C)(C)(C)O[C@H](C(=O)OC)C1=C2N3CCC(OCCCC[C@@H](OC=4C=CC(=CC4C4=CC=CC(C5=CN2C(C(=C1C)C(C)C)=N5)=C4)F)C)(CC3)C (Methyl(2S)-2-(tert-butoxy)-2-[(22S)-17-fluoro-4,22,28-trimethyl-5-(propan-2-yl)-21,27-dioxa-1,7,34-triazahexacyclo[26.2.2.16,9.110,14.02,7.015,20]tetratriaconta-2,4,6(34),8,10(33),11,13,15(20),16,18-decaen-3-yl]acetate). Yield: 91.0%. Reaction SMILES: [C:1]([O:5][C@@H:6]([C:11]1[C:40]([CH3:41])=[C:39]([C:42]([CH3:44])=[CH2:43])[C:38]2=[N:45][C:35]3=[CH:36][N:37]2[C:12]=1[N:13]1[CH2:50][CH2:49][C:16]([CH3:51])([O:17][CH2:18][CH2:19][CH2:20][CH2:21][C@H:22]([CH3:48])[O:23][C:24]2[CH:25]=[CH:26][C:27]([F:47])=[CH:28][C:29]=2[C:30]2[CH:46]=[C:34]3[CH:33]=[CH:32][CH:31]=2)[CH2:15][CH2:14]1)[C:7]([O:9][CH3:10])=[O:8])([CH3:4])([CH3:3])[CH3:2].C(O[C@@H](C1C(C)=C(CC)C2=NC3=CN2C=1N1CCC(C)(OCCCC[C@H](C)OC2C=CC(F)=CC=2C2C=C3C=CC=2)CC1)C(OC)=O)(C)(C)C>>[C:1]([O:5][C@@H:6]([C:11]1[C:40]([CH3:41])=[C:39]([CH:42]([CH3:44])[CH3:43])[C:38]2=[N:45][C:35]3=[CH:36][N:37]2[C:12]=1[N:13]1[CH2:50][CH2:49][C:16]([CH3:51])([O:17][CH2:18][CH2:19][CH2:20][CH2:21][C@H:22]([CH3:48])[O:23][C:24]2[CH:25]=[CH:26][C:27]([F:47])=[CH:28][C:29]=2[C:30]2[CH:46]=[C:34]3[CH:33]=[CH:32][CH:31]=2)[CH2:15][CH2:14]1)[C:7]([O:9][CH3:10])=[O:8])([CH3:2])([CH3:3])[CH3:4]. Procedure details: Prepared in 91% yield from methyl(2S)-2-(tert-butoxy)-2-[(22S)-17-fluoro-4,22,28-trimethyl-5-(prop-1-en-2-yl)-21,27-dioxa-1,7,34-triazahexacyclo[26.2.2.16,9.110,14.02,7.015,20]tetratriaconta-2,4,6(34),8,10(33),11,13,15(20),16,18-decaen-3-yl]acetate following the procedure for methyl(2S)-2-(tert-butoxy)-2-[(22S)-5-ethyl-17-fluoro-4,22,28-trimethyl-21,27-dioxa-1,7,34-triazahexacyclo[26.2.2.16,9.110,14.02,7.015,20]tetratriaconta-2,4,6(34),8,10(33),11,13,15(20),16,18-decaen-3-yl]acetate. LCMS (ESI, ...